This data is from the Open Reaction Database (ORD), a public repository of structured organic reaction records. The task is: describe an organic reaction: reactants, conditions, products, and yield The reactants are CC1Cc2sccc2C(=O)c2ccccc21, [Cl-], CN1CCC(Cl)CC1, I, [Mg], [NH4+], C1CCOC1. Product: CC1Cc2sccc2C(O)(C2CCN(C)CC2)c2ccccc21. RXN SMILES: [CH3:11][CH:12]1[c:13]2[c:14]([cH:23][cH:24][cH:25][cH:26]2)[C:15](=[O:22])[c:16]2[c:17]([s:18][cH:19][cH:20]2)[CH2:21]1.[Cl-:27].[Cl:3][CH:4]1[CH2:5][CH2:6][N:7]([CH3:10])[CH2:8][CH2:9]1.[I:2].[Mg:1].[NH4+:28].[O:29]1[CH2:30][CH2:31][CH2:32][CH2:33]1>>[CH:4]1([C:15]2([OH:22])[c:14]3[c:13]([cH:26][cH:25][cH:24][cH:23]3)[CH:12]([CH3:11])[CH2:21][c:17]3[c:16]2[cH:20][cH:19][s:18]3)[CH2:5][CH2:6][N:7]([CH3:10])[CH2:8][CH2:9]1. Reactants: C([O-])([O-])=O.[K+].[K+] (potassium carbonate), C(C)(C)(C)OC(=O)N([C@H]1CC[C@H](CC1)OC(C1=CC=CC=C1)=O)C (cis-benzoic acid 4-(tert-butoxycarbonyl-methyl-amino)-cyclohexyl ester), [OH-].[Na+] (sodium hydroxide). The solvent is CCOC(=O)C (EtOAc), CO (methanol). Conditions: time 8 hour. Product: C(C)(C)(C)OC(N(C)[C@@H]1CC[C@@H](CC1)O)=O (cis-(4-Hydroxy-cyclohexyl)-methyl-carbamic acid tert-butyl ester). RXN SMILES: C(=O)([O-])[O-].[K+].[K+].[C:7]([O:11][C:12]([N:14]([CH3:30])[C@@H:15]1[CH2:20][CH2:19][C@H:18]([O:21]C(=O)C2C=CC=CC=2)[CH2:17][CH2:16]1)=[O:13])([CH3:10])([CH3:9])[CH3:8].[OH-].[Na+]>CO.CCOC(C)=O>[C:7]([O:11][C:12](=[O:13])[N:14]([C@H:15]1[CH2:16][CH2:17][C@@H:18]([OH:21])[CH2:19][CH2:20]1)[CH3:30])([CH3:10])([CH3:8])[CH3:9] |f:0.1.2,4.5|. Procedure: 0.807 g potassium carbonate were added to a solution of 1.3 g cis-benzoic acid 4-(tert-butoxycarbonyl-methyl-amino)-cyclohexyl ester in 10 ml methanol. The reaction mixture was stirred at rt overnight. 2 ml sodium hydroxide solution (2M) were added and the mixture was stirred for 4 hours. After that time the mixture was diluted with EtOAc and washed with water and brine. The organic phase was passed through a hydrophobic frit and the solvent was evaporated. Purification was achieved by silica ge... Reactants: C([O-])([O-])=O.[Na+].[Na+] (sodium carbonate), Cl (hydrochloric acid), C(C)(=O)N1N=CC2=CC=C(C=C12)Br (1-acetyl-6-bromo-1H-indazole), C(C)(=O)N1N=CC2=CC=C(C=C12)Br (1-acetyl-6-bromo-1H-indazole), C1(CC1)CNC(C1=CC(=CC=C1)B1OC(C(O1)(C)C)(C)C)=O (N-cyclopropylmethyl-3-(4,4,5,5-tetramethyl-[1,3,2]dioxaborolan-2-yl)-benzamide), C1(CC1)CNC(C1=CC(=CC=C1)B1OC(C(O1)(C)C)(C)C)=O (N-cyclopropylmethyl-3-(4,4,5,5-tetramethyl-[1,3,2]dioxaborolan-2-yl)-benzamide), C([O-])([O-])=O.[Na+].[Na+] (sodium carbonate), PdCl2dppf. Reagents/catalysts: catalyst. Solvent: COCCOC (1,2-dimethoxyethane). Reaction conditions: time 4 hour. Product: C1(CC1)NC(C1=CC(=C(C=C1)C)C1=CC=C2C=NNC2=C1)=O (N-cyclopropyl-3-(1H-indazol-6-yl)-4-methylbenzamide). Reaction SMILES: C([N:4]1[C:12]2[C:7](=[CH:8][CH:9]=[C:10](Br)[CH:11]=2)[CH:6]=[N:5]1)(=O)C.[CH:14]1([CH2:17][NH:18][C:19](=[O:35])[C:20]2[CH:25]=[CH:24][CH:23]=[C:22](B3OC(C)(C)C(C)(C)O3)[CH:21]=2)[CH2:16]C1.[C:36](=O)([O-])[O-].[Na+].[Na+].Cl>COCCOC>[CH:17]1([NH:18][C:19](=[O:35])[C:20]2[CH:21]=[CH:22][C:23]([CH3:36])=[C:24]([C:10]3[CH:11]=[C:12]4[C:7]([CH:6]=[N:5][NH:4]4)=[CH:8][CH:9]=3)[CH:25]=2)[CH2:14][CH2:16]1 |f:2.3.4|. Procedure: A mixture of 1-acetyl-6-bromo-1H-indazole (Intermediate 65) (0.50 g) N-cyclopropyl-4-methyl-3-(4,4,5,5-tetramethyl-1,3,2-dioxaborolan-2-yl)benzamide (Intermediate 5) (0.59 g) aqueous sodium carbonate (1M, 2.35 ml) and PdCl2dppf (0.237 g) in 1,2-dimethoxyethane (30 ml) was stirred at reflux under nitrogen for 16 h. More sodium carbonate (2.3 ml) and catalyst (120 mg) were added and reflux was continued for a further 4 h. Conc. hydrochloric acid (1 ml) was added and the mixture was heated for a fu...